This data is from the Open Reaction Database (ORD), a public repository of structured organic reaction records. The task is: describe an organic reaction: reactants, conditions, products, and yield The reactants are ClC=1C=C(C(=O)O)C=CC1O (3-chloro-4-hydroxybenzoic acid), ClC=1C(=CC2=C(C=C(C(O2)C(F)(F)F)C(=O)OCC)C1)F (ethyl 6-chloro-7-fluoro-2-(trifluoromethyl)-2H-1-benzopyran-3-carboxylate), C([O-])([O-])=O.[K+].[K+] (potassium carbonate). Product: C(=O)(O)C1=CC(=C(OC2=CC3=C(C=C(C(O3)C(F)(F)F)C(=O)O)C=C2Cl)C=C1)Cl (7-(4-Carboxy-2-chloro-phenoxy)-6-chloro-2-(trifluoromethyl)-2H-1-benzopyran-3-carboxylic Acid). Reaction SMILES: [Cl:1][C:2]1[CH:3]=[C:4]([CH:8]=[CH:9][C:10]=1[OH:11])[C:5]([OH:7])=[O:6].[Cl:12][C:13]1[C:14](F)=[CH:15][C:16]2[O:21][CH:20]([C:22]([F:25])([F:24])[F:23])[C:19]([C:26]([O:28]CC)=[O:27])=[CH:18][C:17]=2[CH:31]=1.C(=O)([O-])[O-].[K+].[K+]>>[C:5]([C:4]1[CH:8]=[CH:9][C:10]([O:11][C:14]2[C:13]([Cl:12])=[CH:31][C:17]3[CH:18]=[C:19]([C:26]([OH:28])=[O:27])[CH:20]([C:22]([F:24])([F:25])[F:23])[O:21][C:16]=3[CH:15]=2)=[C:2]([Cl:1])[CH:3]=1)([OH:7])=[O:6] |f:2.3.4|. Reported procedure: The title compound was prepared from 3-chloro-4-hydroxybenzoic acid and ethyl 6-chloro-7-fluoro-2-(trifluoromethyl)-2H-1-benzopyran-3-carboxylate (Example 183, Step 2) via a procedure similar to that described in Example 183, Steps 3 and 4. (Note: In the step similar to Example 183, Step 3, an additional equivalent of potassium carbonate was added.) mp >300° C. 1H NMR (acetone-d6/300 MHz) 8.18 (d, 1H, J=2.0 Hz), 8.03 (dd, 1H, J=8.5 Hz 2.0 Hz), 7.93 (s, 1H), 7.78 (s, 1H), 7.23 (d, 1H, J=8.7 Hz), ... Reactants: BrCC(=O)C1=CC=C(C=C1)C (2-bromo-1-p-tolylethanone), [K] (potassium), BrCC(=O)C1=CC=C(C=C1)C (2-bromo-1-p-tolylethanone), N1C(CCCC1)=NC#N (N-(piperidin-2-ylidene)cyanamide). Run in C(C)#N (acetonitrile). Product: O=C(CN1C(CCCC1)=NC#N)C1=CC=C(C=C1)C (N-(1-(2-oxo-2-p-tolylethyl)piperidin-2-ylidene)cyanamide). Isolated yield 59.5%. RXN SMILES: [NH:1]1[CH2:6][CH2:5][CH2:4][CH2:3][C:2]1=[N:7][C:8]#[N:9].[K].Br[CH2:12][C:13]([C:15]1[CH:20]=[CH:19][C:18]([CH3:21])=[CH:17][CH:16]=1)=[O:14]>C(#N)C>[O:14]=[C:13]([C:15]1[CH:20]=[CH:19][C:18]([CH3:21])=[CH:17][CH:16]=1)[CH2:12][N:1]1[CH2:6][CH2:5][CH2:4][CH2:3][C:2]1=[N:7][C:8]#[N:9] |^1:9|. Procedure details: A suspension of N-(piperidin-2-ylidene)cyanamide (1.23 g; 10 mmol) in acetonitrile (20 mL) was heated gently until dissolution and then potassium hydrogenocarbonate (1.66 g; 12 mmol) and 2-bromo-1-p-tolylethanone (2.98 g; 14 mmol) were added. The well stirred mixture was heated at reflux for 21 h and an extra amount of 2-bromo-1-p-tolylethanone (0.426 g; 2 mmol) was then added. The reaction mixture was heated for 6 additional hours. After cooling, the precipitate was filtered, washed with dichlo... Starting materials: CC(C)(C)OC(=O)N1C(Cc2ccc(C(=O)O)cc2)CCC1C(O)c1ccccc1, O=C1OC(C2CC2)CC12CCNCC2, CCN(C(C)C)C(C)C, CN(C)C=O, O, On1nnc2ccccc21. Yields the product CC(C)(C)OC(=O)N1C(Cc2ccc(C(=O)N3CCC4(CC3)CC(C3CC3)OC4=O)cc2)CCC1C(O)c1ccccc1. As a reaction SMILES: [C:1]([CH3:2])([CH3:3])([CH3:4])[O:5][C:6](=[O:7])[N:8]1[CH:9]([CH2:21][c:22]2[cH:23][cH:24][c:25]([C:26](=[O:27])[OH:28])[cH:29][cH:30]2)[CH2:10][CH2:11][CH:12]1[CH:13]([c:14]1[cH:15][cH:16][cH:17][cH:18][cH:19]1)[OH:20].[CH:31]1([CH:34]2[O:35][C:36](=[O:44])[C:37]3([CH2:38]2)[CH2:39][CH2:40][NH:41][CH2:42][CH2:43]3)[CH2:32][CH2:33]1.[CH:55]([N:56]([CH2:57][CH3:58])[CH:59]([CH3:60])[CH3:61])([CH3:62])[CH3:63].[O:64]=[CH:65][N:66]([CH3:67])[CH3:68].[OH2:69].[OH:45][n:46]1[c:47]2[c:48]([cH:49][cH:50][cH:51][cH:52]2)[n:53][n:54]1>>[C:1]([CH3:2])([CH3:3])([CH3:4])[O:5][C:6](=[O:7])[N:8]1[CH:9]([CH2:21][c:22]2[cH:23][cH:24][c:25]([C:26](=[O:27])[N:41]3[CH2:40][CH2:39][C:37]4([C:36](=[O:44])[O:35][CH:34]([CH:31]5[CH2:32][CH2:33]5)[CH2:38]4)[CH2:43][CH2:42]3)[cH:29][cH:30]2)[CH2:10][CH2:11][CH:12]1[CH:13]([c:14]1[cH:15][cH:16][cH:17][cH:18][cH:19]1)[OH:20]. The reactants are ClC1=CC=C(C=C1)C=1C=C(C=NC1OCC(F)(F)F)N (5-(4-chloro-phenyl)-6-(2,2, 2-trifluoro-ethoxy)-pyridin-3-ylamine), N1=NC(=CC=C1)C(=O)O (3-pyridazinecarboxylic acid). Product: ClC1=CC=C(C=C1)C=1C=C(C=NC1OCC(F)(F)F)NC(=O)C=1N=NC=CC1 (3-pyridazinecarboxylic acid[5-(4-chloro-phenyl)-6-(2,2,2-trifluoro-ethoxy)-pyridin-3-yl]-amide). Reaction SMILES: [Cl:1][C:2]1[CH:7]=[CH:6][C:5]([C:8]2[CH:9]=[C:10]([NH2:20])[CH:11]=[N:12][C:13]=2[O:14][CH2:15][C:16]([F:19])([F:18])[F:17])=[CH:4][CH:3]=1.[N:21]1[CH:26]=[CH:25][CH:24]=[C:23]([C:27](O)=[O:28])[N:22]=1>>[Cl:1][C:2]1[CH:3]=[CH:4][C:5]([C:8]2[CH:9]=[C:10]([NH:20][C:27]([C:23]3[N:22]=[N:21][CH:26]=[CH:25][CH:24]=3)=[O:28])[CH:11]=[N:12][C:13]=2[O:14][CH2:15][C:16]([F:17])([F:18])[F:19])=[CH:6][CH:7]=1. Procedure: The title compound was synthesized in analogy to Example 1, using 5-(4-chloro-phenyl)-6-(2,2, 2-trifluoro-ethoxy)-pyridin-3-ylamine and 3-pyridazinecarboxylic acid as starting materials, MS (LC/MS): 409.0 (M+H). Starting materials: COc1ccc2c(c1)CN(CCCCN1C(=O)c3ccccc3C1=O)CC2, CCO, NN, O. Yields the product COc1ccc2c(c1)CN(CCCCN)CC2. As a reaction SMILES: [CH3:1][O:2][c:3]1[cH:4][cH:5][c:6]2[c:11]([cH:12]1)[CH2:10][N:9]([CH2:13][CH2:14][CH2:15][CH2:16][N:17]1[C:18](=[O:19])[c:20]3[cH:21][cH:22][cH:23][cH:24][c:25]3[C:26]1=[O:27])[CH2:8][CH2:7]2.[CH3:31][CH2:32][OH:33].[NH2:29][NH2:30].[OH2:28]>>[CH3:1][O:2][c:3]1[cH:4][cH:5][c:6]2[c:11]([cH:12]1)[CH2:10][N:9]([CH2:13][CH2:14][CH2:15][CH2:16][NH2:17])[CH2:8][CH2:7]2. Product: CC=1C(=NC=C(C1)C)C=O (3,5-dimethyl-pyridine-2-carbaldehyde). Procedure details: To a solution of (3,5-dimethyl-pyridin-2-yl)-methanol (2.12 g, 15.45 mmol) (Weidmann, K. et al. J. Med. Chem. 1992, 35, 438-450) in CH2Cl2 (50 mL) was added MnO2 (9.41 g, 108.18 mmol) and the reaction mixture was refluxed overnight. Then it was cooled and the mixture was filtered through a layer of celite. The filtrate was concentrated to afford a brown/yellow oil. Purification by flash column chromatography on silica gel using 30% EtOAc/hexane afforded 3,5-dimethyl-pyridine-2-carbaldehyde as a ... The reactants are CC=1C(=NC=C(C1)C)CO ((3,5-dimethyl-pyridin-2-yl)-methanol). The reagents and catalysts are O=[Mn]=O (MnO2). RXN SMILES: [CH3:1][C:2]1[C:3]([CH2:9][OH:10])=[N:4][CH:5]=[C:6]([CH3:8])[CH:7]=1>C(Cl)Cl.O=[Mn]=O>[CH3:1][C:2]1[C:3]([CH:9]=[O:10])=[N:4][CH:5]=[C:6]([CH3:8])[CH:7]=1. Run in C(Cl)Cl (CH2Cl2).